This data is from the Open Reaction Database (ORD), a public repository of structured organic reaction records. The task is: describe an organic reaction: reactants, conditions, products, and yield The solvent is O1CCCC1 (tetrahydrofuran), C(C)(C)[N-]C(C)C.[Li+] (lithium diisopropylamide). As a reaction SMILES: [CH2:1]([O:3][C:4]([C:6]1[O:7][C:8]([CH2:11][C:12]2[NH:13][C:14]3[C:19]([CH:20]=2)=[CH:18][C:17]([S:21]([CH3:24])(=[O:23])=[O:22])=[CH:16][CH:15]=3)=[CH:9][CH:10]=1)=[O:5])[CH3:2].[F:25][C:26]1[CH:33]=[CH:32][C:29]([CH2:30]Br)=[CH:28][CH:27]=1.[Cl-].[NH4+]>O1CCCC1.C([N-]C(C)C)(C)C.[Li+]>[CH2:1]([O:3][C:4]([C:6]1[O:7][C:8]([CH2:11][C:12]2[N:13]([CH2:30][C:29]3[CH:32]=[CH:33][C:26]([F:25])=[CH:27][CH:28]=3)[C:14]3[C:19]([CH:20]=2)=[CH:18][C:17]([S:21]([CH3:24])(=[O:23])=[O:22])=[CH:16][CH:15]=3)=[CH:9][CH:10]=1)=[O:5])[CH3:2] |f:2.3,5.6|. Starting materials: C(C)OC(=O)C=1OC(=CC1)CC=1NC2=CC=C(C=C2C1)S(=O)(=O)C (2-(2-ethoxycarbonylfuran-5-yl-methyl)-5-methanesulfonylindole), [Cl-].[NH4+] (ammonium chloride), FC1=CC=C(CBr)C=C1 (4-Fluorobenzyl bromide). Reported procedure: To a solution of the compound obtained in Example 30 (5) (0.0592 g) in tetrahydrofuran (2 ml), 2.0 M lithium diisopropylamide solution (0.0852 ml) was added dropwise at −78° C. and the mixture was stirred for 30 minutes. 4-Fluorobenzyl bromide (0.02 ml) was then added to the mixture, followed by stirring at the same temperature for, 30 minutes. The reaction solution was poured into a saturated aqueous ammonium chloride solution and extracted with ethyl acetate. The organic layer was washed with ... Yields the product C(C)OC(=O)C=1OC(=CC1)CC=1N(C2=CC=C(C=C2C1)S(=O)(=O)C)CC1=CC=C(C=C1)F (2-(2-ethoxycarbonylfuran-5-yl-methyl)-1-(4-fluorobenzyl)-5-methanesulfonylindole). Reaction conditions: time 30 minute. Reactants: ClC1=C(C(=CC=C1)Cl)CCC#N (3-(2,6-dichlorophenyl)propanenitrile), [N+](=O)([O-])[O-].[NH4+] (ammonium nitrate), N (Ammonia), [NH2-].[Na+] (sodium amide), N (ammonia), resultant mixture. Reaction conditions: temperature -78 celsius, time 8 hour. Product: ClC1=CC=CC2=C1CC2C#N (3-chloro-1,2-dihydrocyclobutabenzene-1-carbonitrile), residue. The yield is 98.0%. As a reaction SMILES: N.[NH2-].[Na+].Cl[C:5]1[CH:10]=[CH:9][CH:8]=[C:7]([Cl:11])[C:6]=1[CH2:12][CH2:13][C:14]#[N:15].[N+]([O-])([O-])=O.[NH4+]>>[Cl:11][C:7]1[C:6]2[CH2:12][CH:13]([C:14]#[N:15])[C:5]=2[CH:10]=[CH:9][CH:8]=1 |f:1.2,4.5|. Reported procedure: A dried 2 L 3-neck flask was fitted with a card-ice condenser, sealed under nitrogen and cooled to −78° C. Ammonia gas was condensed into the flask from a cylinder until approximately required volume was present (˜300 mL). Commercial sodium amide (800 mmol, 31.2 g) was added to the ammonia at −78° C. and after stirring for 10 minutes 3-(2,6-dichlorophenyl)propanenitrile (200 mmol, 40 g) was added over a 5 minute period. The mixture was allowed to warm such that the resultant mixture was stirred ...